From a dataset of the Open Reaction Database (ORD), a public repository of structured organic reaction records. describe an organic reaction: reactants, conditions, products, and yield Yield: 52.7%. Product: OCCCC1=CC=C(C=C1)OCC[C@H](NC(=O)OCC1=CC=CC=C1)C(=O)OCC (Ethyl O-[4-(3-Hydroxypropyl)phenyl]-N-[(phenylmethoxy)carbonyl]-homoserinate). Procedure details: The mixture constituted by 306 mg of 4-hydroxybenzenepropanol, 770 mg of ethyl 4-bromo-2-[[(phenylmethoxy)carbonyl]amino]butanoate and 740 mg of Cs2CO3 in 10 ml of acetonitrile is heated under reflux for 45 minutes, the solid is filtered, washed with dichloromethane then the filtrate is evaporated under reduced pressure until 1.5 g of crude product is obtained which is purified by chromatography on a silica column (Kieselgel 60; 40-63 μm) eluting with a dichloromethane/methanol mixture 95/5. 440... Run in C(C)#N (acetonitrile). As a reaction SMILES: [OH:1][C:2]1[CH:7]=[CH:6][C:5]([CH2:8][CH2:9][CH2:10][OH:11])=[CH:4][CH:3]=1.Br[CH2:13][CH2:14][CH:15]([NH:21][C:22]([O:24][CH2:25][C:26]1[CH:31]=[CH:30][CH:29]=[CH:28][CH:27]=1)=[O:23])[C:16]([O:18][CH2:19][CH3:20])=[O:17].C([O-])([O-])=O.[Cs+].[Cs+]>C(#N)C>[OH:11][CH2:10][CH2:9][CH2:8][C:5]1[CH:4]=[CH:3][C:2]([O:1][CH2:13][CH2:14][C@@H:15]([C:16]([O:18][CH2:19][CH3:20])=[O:17])[NH:21][C:22]([O:24][CH2:25][C:26]2[CH:31]=[CH:30][CH:29]=[CH:28][CH:27]=2)=[O:23])=[CH:7][CH:6]=1 |f:2.3.4|. Reactants: OC1=CC=C(C=C1)CCCO (4-hydroxybenzenepropanol), BrCCC(C(=O)OCC)NC(=O)OCC1=CC=CC=C1 (ethyl 4-bromo-2-[[(phenylmethoxy)carbonyl]amino]butanoate), C(=O)([O-])[O-].[Cs+].[Cs+] (Cs2CO3). Reactants: O=C([O-])C=CC(=O)[O-], CCNCC, COc1ccc2c(c1)CCOC2CCl. Product: O=C(O)C=CC(=O)O, CCN(CC)CC1OCCc2cc(OC)ccc21. As a reaction SMILES: [C:15]([CH:16]=[CH:17][C:18](=[O:19])[O-:20])(=[O:21])[O-:22].[CH2:23]([CH3:24])[NH:25][CH2:26][CH3:27].[Cl:1][CH2:2][CH:3]1[O:4][CH2:5][CH2:6][c:7]2[cH:8][c:9]([O:13][CH3:14])[cH:10][cH:11][c:12]21>>[C:15]([CH:16]=[CH:17][C:18](=[O:19])[OH:20])(=[O:21])[OH:22].[CH2:2]([CH:3]1[O:4][CH2:5][CH2:6][c:7]2[cH:8][c:9]([O:13][CH3:14])[cH:10][cH:11][c:12]21)[N:25]([CH2:23][CH3:24])[CH2:26][CH3:27]. Starting materials: O=C(c1ncc[nH]1)c1ncc[nH]1, Cc1ccc(C(=O)O)cc1, CS(=O)(=O)Cl, NCCO, Cc1ccc(C(=O)NCCO)cc1. Product: Cc1ccc(C2=NCCO2)cc1. RXN SMILES: [C:24]([c:25]1[nH:26][cH:27][cH:28][n:29]1)([c:30]1[nH:31][cH:32][cH:33][n:34]1)=[O:35].[CH3:1][c:2]1[cH:3][cH:4][c:5]([C:6](=[O:7])[OH:8])[cH:9][cH:10]1.[CH3:40][S:41](=[O:42])(=[O:43])[Cl:44].[NH2:36][CH2:37][CH2:38][OH:39].[OH:11][CH2:12][CH2:13][NH:14][C:15](=[O:16])[c:17]1[cH:18][cH:19][c:20]([CH3:23])[cH:21][cH:22]1>>[CH2:12]1[CH2:13][N:14]=[C:15]([c:17]2[cH:18][cH:19][c:20]([CH3:23])[cH:21][cH:22]2)[O:16]1. The reactants are CN(C)C1CC=C(c2cccc(N)n2)CC1, O=C(Cl)c1ccc(F)cc1F. The product is Cl, CN(C)C1CC=C(c2cccc(NC(=O)c3ccc(F)cc3F)n2)CC1. Reaction SMILES: [CH3:12][N:13]([CH:14]1[CH2:15][CH:16]=[C:17]([c:20]2[cH:21][cH:22][cH:23][c:24]([NH2:26])[n:25]2)[CH2:18][CH2:19]1)[CH3:27].[F:1][c:2]1[c:3]([C:4](=[O:5])[Cl:6])[cH:7][cH:8][c:9]([F:11])[cH:10]1>>[ClH:6].[F:1][c:2]1[c:3]([C:4](=[O:5])[NH:26][c:24]2[cH:23][cH:22][cH:21][c:20]([C:17]3=[CH:16][CH2:15][CH:14]([N:13]([CH3:12])[CH3:27])[CH2:19][CH2:18]3)[n:25]2)[cH:7][cH:8][c:9]([F:11])[cH:10]1. Reactants: CCCC[Sn](CCCC)(CCCC)c1ncccn1, COC(=O)c1cscc1NC(=O)COc1ccc(I)cc1, O=C(C=Cc1ccccc1)C=Cc1ccccc1, O=C(C=Cc1ccccc1)C=Cc1ccccc1, O=C(C=Cc1ccccc1)C=Cc1ccccc1, [Cu]I, CN(C)C=O, [Pd], [Pd], c1ccc([As](c2ccccc2)c2ccccc2)cc1. Product: COC(=O)c1cscc1NC(=O)COc1ccc(-c2ncccn2)cc1. As a reaction SMILES: [CH2:22]([Sn:23]([CH2:24][CH2:25][CH2:26][CH3:33])([c:27]1[n:28][cH:29][cH:30][cH:31][n:32]1)[CH2:34][CH2:35][CH2:36][CH3:37])[CH2:38][CH2:39][CH3:40].[CH3:1][O:2][C:3](=[O:4])[c:5]1[cH:6][s:7][cH:8][c:9]1[NH:10][C:11]([CH2:12][O:13][c:14]1[cH:15][cH:16][c:17]([I:20])[cH:18][cH:19]1)=[O:21].[CH:103](=[CH:104][C:105]([CH:106]=[CH:107][c:108]1[cH:109][cH:110][cH:111][cH:112][cH:113]1)=[O:114])[c:115]1[cH:116][cH:117][cH:118][cH:119][cH:120]1.[CH:67](=[CH:68][C:69]([CH:70]=[CH:71][c:72]1[cH:73][cH:74][cH:75][cH:76][cH:77]1)=[O:78])[c:79]1[cH:80][cH:81][cH:82][cH:83][cH:84]1.[CH:85](=[CH:86][C:87]([CH:88]=[CH:89][c:90]1[cH:91][cH:92][cH:93][cH:94][cH:95]1)=[O:96])[c:97]1[cH:98][cH:99][cH:100][cH:101][cH:102]1.[Cu:121][I:122].[O:60]=[CH:61][N:62]([CH3:63])[CH3:64].[Pd:65].[Pd:66].[cH:41]1[cH:42][cH:43][c:44]([As:45]([c:46]2[cH:47][cH:48][cH:49][cH:50][cH:51]2)[c:52]2[cH:53][cH:54][cH:55][cH:56][cH:57]2)[cH:58][cH:59]1>>[CH3:1][O:2][C:3](=[O:4])[c:5]1[cH:6][s:7][cH:8][c:9]1[NH:10][C:11]([CH2:12][O:13][c:14]1[cH:15][cH:16][c:17](-[c:27]2[n:28][cH:29][cH:30][cH:31][n:32]2)[cH:18][cH:19]1)=[O:21]. Starting materials: CC(=O)Oc1cc(C(=O)O)cc([N+](=O)[O-])c1OC(C)=O, [Cl-], ClCCl, NCc1ccccc1, Cc1cccc(C)n1. Yields the product CC(=O)Oc1cc(C(=O)NCc2ccccc2)cc([N+](=O)[O-])c1OC(C)=O. As a reaction SMILES: [C:1]([CH3:2])(=[O:3])[O:4][c:5]1[cH:6][c:7]([C:8](=[O:9])[OH:10])[cH:11][c:12]([N+:18](=[O:19])[O-:20])[c:13]1[O:14][C:15]([CH3:16])=[O:17].[Cl-:21].[Cl:38][CH2:39][Cl:40].[NH2:22][CH2:23][c:24]1[cH:25][cH:26][cH:27][cH:28][cH:29]1.[n:30]1[c:31]([CH3:32])[cH:33][cH:34][cH:35][c:36]1[CH3:37]>>[C:1]([CH3:2])(=[O:3])[O:4][c:5]1[cH:6][c:7]([C:8](=[O:10])[NH:22][CH2:23][c:24]2[cH:25][cH:26][cH:27][cH:28][cH:29]2)[cH:11][c:12]([N+:18](=[O:19])[O-:20])[c:13]1[O:14][C:15]([CH3:16])=[O:17]. Reactants: C(CCC)N1SC=2N(C1=O)C=CN2 (2-butylimidazo[1,2-d]-1,2,4-thiadiazole-3(2H)-one), C(#N)C(=O)OC (methyl cyanoformate). Run in ClCCl (dichloromethane). Reaction conditions: time 16 hour. Yields the product COC(=O)C1=NSC=2N1C=CN2 (3-(methoxycarbonyl)imidazo[1,2-d]-1,2,4-thiadiazole). Isolated yield 79.3%. Reaction SMILES: C([N:5]1[C:9](=O)[N:8]2[CH:11]=[CH:12][N:13]=[C:7]2[S:6]1)CCC.C([C:16]([O:18][CH3:19])=[O:17])#N>ClCCl>[CH3:19][O:18][C:16]([C:9]1[N:8]2[CH:11]=[CH:12][N:13]=[C:7]2[S:6][N:5]=1)=[O:17]. Procedure: To a cooled solution of 2-butylimidazo[1,2-d]-1,2,4-thiadiazole-3(2H)-one (2.95 g, 15.0 mmole) in 25 mL dichloromethane, methyl cyanoformate (2.54 g, 30 mmole) was added dropwise and the mixture was stirred for 16 h at room temperature. The precipitate was filtered and subsequently washed with dichloromethane to give 2.18 g (80%) of 3-(methoxycarbonyl)imidazo[1,2-d]-1,2,4-thiadiazole as colourless crystals: mp 164.5°-165° C.; 1H NMR (CDCl3) δ8.13 (s, 1H), 7.51 (s, 1H), 4.11 (s, 3H) ppm; IR (KBr)...